This data is from the Open Reaction Database (ORD), a public repository of structured organic reaction records. The task is: describe an organic reaction: reactants, conditions, products, and yield Reactants: CCC(N)C1CCC(C)O1, CS(C)=O, CC#N, CCO, CCOc1c(Nc2ccc(Cl)c(S(=O)(=O)N(C)OC)c2O)c(=O)c1=O, Cc1ccc(S(=O)(=O)O)cc1. The product is CCC(Nc1c(Nc2ccc(Cl)c(S(=O)(=O)N(C)OC)c2O)c(=O)c1=O)C1CCC(C)O1. RXN SMILES: [CH3:37][CH:38]1[CH2:39][CH2:40][CH:41]([CH:43]([CH2:44][CH3:45])[NH2:46])[O:42]1.[CH3:47][S:48]([CH3:49])=[O:50].[CH3:51][C:52]#[N:53].[CH3:54][CH2:55][OH:56].[Cl:1][c:2]1[cH:3][cH:4][c:5]([NH:16][c:17]2[c:18]([O:23][CH2:24][CH3:25])[c:19](=[O:22])[c:20]2=[O:21])[c:6]([OH:15])[c:7]1[S:8](=[O:9])(=[O:10])[N:11]([CH3:12])[O:13][CH3:14].[c:26]1([CH3:27])[cH:28][cH:29][c:30]([S:31]([OH:32])(=[O:33])=[O:34])[cH:35][cH:36]1>>[Cl:1][c:2]1[cH:3][cH:4][c:5]([NH:16][c:17]2[c:18]([NH:46][CH:43]([CH:41]3[CH2:40][CH2:39][CH:38]([CH3:37])[O:42]3)[CH2:44][CH3:45])[c:19](=[O:22])[c:20]2=[O:21])[c:6]([OH:15])[c:7]1[S:8](=[O:9])(=[O:10])[N:11]([CH3:12])[O:13][CH3:14]. The reactants are CN1CCC(CC1)=O (1-methylpiperidin-4-one), Cl (HCl), [C-]#N.[K+] (potassium cyanide). The solvent is O (water), O (water). Run at temperature 10 celsius, time 2 hour. Yields the product OC1(CCN(CC1)C)C#N (4-hydroxy-4-cyano-1-methylpiperidine), powder. Yield: 66.7%. RXN SMILES: [CH3:1][N:2]1[CH2:7][CH2:6][C:5](=[O:8])[CH2:4][CH2:3]1.Cl.[C-:10]#[N:11].[K+]>O>[OH:8][C:5]1([C:10]#[N:11])[CH2:6][CH2:7][N:2]([CH3:1])[CH2:3][CH2:4]1 |f:2.3|. Procedure: To freshly distilled 1-methylpiperidin-4-one (81.72 g, 0.72 mole) in water (200 cc), were added about 100 cc HCl 37% to pH 3. The reaction mixture was cooled in an ice bath and potassium cyanide (49 g, 0.75 mole) in water (200 cc) was added at an adequate rate in order to maintain an internal temperature of about 10° C. The reaction was stirred two hours more after the addition and then filtered. After washing with water and drying, the product, 4-hydroxy-4-cyano-1-methylpiperidine, was obtained...